Dataset: the Open Reaction Database (ORD), a public repository of structured organic reaction records. Task: describe an organic reaction: reactants, conditions, products, and yield Starting materials: [H-].[Na+] (sodium hydride), [H-].[Na+] (sodium hydride), C(C)(=O)OCC (ethyl acetate), COC1CCC(CC1)=O (4-methoxycyclohexanone), C1=CC=CC=C1 (benzene), Cl (hydrochloric acid). Run in O (water), CO (methanol). Run at time 3 hour. Product: C(C)(=O)C1C(CCC(C1)OC)=O (2-acetyl-4-methoxycyclohexanone). Isolated yield 49.1%. RXN SMILES: [H-].[Na+].[CH3:3][O:4][CH:5]1[CH2:10][CH2:9][C:8](=[O:11])[CH2:7][CH2:6]1.C1C=CC=CC=1.Cl.[C:19](OCC)(=[O:21])[CH3:20]>O.CO>[C:19]([CH:9]1[CH2:10][CH:5]([O:4][CH3:3])[CH2:6][CH2:7][C:8]1=[O:11])(=[O:21])[CH3:20] |f:0.1|. Procedure: To a suspension of 60% sodium hydride (1.12 g) in 2.5 g of ethyl acetate, a solution consisting of 1.78 g of 4-methoxycyclohexanone and 0.5 ml of benzene was dropwise added. The reaction was allowed to proceed at 40° C. for 3 hours and then at room temperature for 3 hours. A small amount of methanol was added to decompose the sodium hydride. The reaction mixture was then poured into water, neutralized with hydrochloric acid, and extracted with ether. Thus, 1.16 g of 2-acetyl-4-methoxycyclohexano...